Dataset: the Open Reaction Database (ORD), a public repository of structured organic reaction records. Task: describe an organic reaction: reactants, conditions, products, and yield Starting materials: CC1([C@@H]([C@@H]1\C=C/C(OCCF)=O)C(=O)O)C ((1R,cis)2,2-dimethyl-3-[(Z)3-oxo-3-(2-fluoroethoxy)-1-propenyl]-cyclopropane-carboxylic acid), C(#C)C(C1=CC(=CC=C1)OC1=CC=CC=C1)O (α-ethynyl-3-phenoxy-benzyl alcohol). The solvent is C(Cl)(Cl)Cl (CHCl3). Product: CC1([C@@H]([C@@H]1\C=C/C(OCCF)=O)C(=O)OC(C1=CC(=CC=C1)OC1=CC=CC=C1)C#C)C (α-ethynyl-3-phenoxy-benzyl(1R,cis)2,2-dimethyl-3-[(Z)3-oxo-3-(2-fluoroethoxy)-1-propenyl]-cyclopropane-carboxylate). As a reaction SMILES: [CH3:1][C:2]1([CH3:16])[C@@H:4](/[CH:5]=[CH:6]\[C:7](=[O:12])[O:8][CH2:9][CH2:10][F:11])[C@H:3]1[C:13]([OH:15])=[O:14].[C:17]([CH:19](O)[C:20]1[CH:25]=[CH:24][CH:23]=[C:22]([O:26][C:27]2[CH:32]=[CH:31][CH:30]=[CH:29][CH:28]=2)[CH:21]=1)#[CH:18]>C(Cl)(Cl)Cl>[CH3:1][C:2]1([CH3:16])[C@@H:4](/[CH:5]=[CH:6]\[C:7](=[O:12])[O:8][CH2:9][CH2:10][F:11])[C@H:3]1[C:13]([O:15][CH:19]([C:17]#[CH:18])[C:20]1[CH:25]=[CH:24][CH:23]=[C:22]([O:26][C:27]2[CH:32]=[CH:31][CH:30]=[CH:29][CH:28]=2)[CH:21]=1)=[O:14]. Procedure: Using the procedure of Step F of Example 9, (1R,cis)2,2-dimethyl-3-[(Z)3-oxo-3-(2-fluoroethoxy)-1-propenyl]-cyclopropane-carboxylic acid and α-ethynyl-3-phenoxy-benzyl alcohol were reacted to obtain α-ethynyl-3-phenoxy-benzyl(1R,cis)2,2-dimethyl-3-[(Z)3-oxo-3-(2-fluoroethoxy)-1-propenyl]-cyclopropane-carboxylate with a specific rotation of [α]D20 =+47°±1.5° (c=1% in CHCl3). The reactants are CCI, CO, [Na+], [OH-], Cc1cnc(NC(=O)C2=C(O)c3ccccc3S(=O)(=O)N2)s1. Product: CCN1C(C(=O)Nc2ncc(C)s2)=C(O)c2ccccc2S1(=O)=O. Reaction SMILES: [CH2:1]([CH3:2])[I:3].[CH3:26][OH:27].[Na+:29].[OH-:28].[OH:4][C:5]1=[C:6]([C:17](=[O:18])[NH:19][c:20]2[s:21][c:22]([CH3:25])[cH:23][n:24]2)[NH:7][S:8](=[O:15])(=[O:16])[c:9]2[c:10]1[cH:11][cH:12][cH:13][cH:14]2>>[CH2:1]([CH3:2])[N:7]1[C:6]([C:17](=[O:18])[NH:19][c:20]2[s:21][c:22]([CH3:25])[cH:23][n:24]2)=[C:5]([OH:4])[c:10]2[c:9]([cH:14][cH:13][cH:12][cH:11]2)[S:8]1(=[O:15])=[O:16].